Dataset: the Open Reaction Database (ORD), a public repository of structured organic reaction records. Task: describe an organic reaction: reactants, conditions, products, and yield Starting materials: CNC(=O)C(=O)c1ccccc1COc1cc(C)ccc1C, CO, Cl, CON, O. The product is CNC(=O)C(=NOC)c1ccccc1COc1cc(C)ccc1C. Reaction SMILES: [CH3:1][c:2]1[c:3]([O:4][CH2:5][c:6]2[c:7]([C:12]([C:13](=[O:14])[NH:15][CH3:16])=[O:17])[cH:8][cH:9][cH:10][cH:11]2)[cH:18][c:19]([CH3:22])[cH:20][cH:21]1.[CH3:23][OH:24].[ClH:25].[O:26]([CH3:27])[NH2:28].[OH2:29]>>[CH3:1][c:2]1[c:3]([O:4][CH2:5][c:6]2[c:7]([C:12]([C:13](=[O:14])[NH:15][CH3:16])=[N:28][O:26][CH3:27])[cH:8][cH:9][cH:10][cH:11]2)[cH:18][c:19]([CH3:22])[cH:20][cH:21]1. Reactants: N([C@@H](CCCNC(N)=N)C(=O)O)C(=O)OCC1=CC=CC=C1.Cl (Z-Arg-OH.HCl), CCN(C(C)C)C(C)C (DIPEA), N[C@@H](CC1=CNC2=CC=CC=C12)C(=O)N1[C@H](C(=O)O)CCC1 (H-Trp-Pro-OH), N1=CC=CC=C1 (pyridine), CCN(C(C)C)C(C)C (DIPEA), C(C(C)(C)C)(=O)Cl (pivaloyl chloride). Solvent: CC(=O)N(C)C (DMA), CC(=O)N(C)C (DMA). Conditions: time 5 minute. The product is N([C@@H](CCCNC(N)=N)C(=O)N[C@@H](CC1=CNC2=CC=CC=C12)C(=O)N1[C@H](C(=O)O)CCC1)C(=O)OCC1=CC=CC=C1 (Z-Arg-Trp-Pro-OH). As a reaction SMILES: CCN(C(C)C)C(C)C.[NH2:10][C@H:11]([C:22]([N:24]1[CH2:31][CH2:30][CH2:29][C@H:25]1[C:26]([OH:28])=[O:27])=[O:23])[CH2:12][C:13]1[C:21]2[C:16](=[CH:17][CH:18]=[CH:19][CH:20]=2)[NH:15][CH:14]=1.[NH:32]([C:44]([O:46][CH2:47][C:48]1[CH:53]=[CH:52][CH:51]=[CH:50][CH:49]=1)=[O:45])[C@H:33]([C:41](O)=[O:42])[CH2:34][CH2:35][CH2:36][NH:37][C:38](=[NH:40])[NH2:39].Cl.N1C=CC=CC=1.C(Cl)(=O)C(C)(C)C>CC(N(C)C)=O>[NH:32]([C:44]([O:46][CH2:47][C:48]1[CH:49]=[CH:50][CH:51]=[CH:52][CH:53]=1)=[O:45])[C@H:33]([C:41]([NH:10][C@H:11]([C:22]([N:24]1[CH2:31][CH2:30][CH2:29][C@H:25]1[C:26]([OH:28])=[O:27])=[O:23])[CH2:12][C:13]1[C:21]2[C:16](=[CH:17][CH:18]=[CH:19][CH:20]=2)[NH:15][CH:14]=1)=[O:42])[CH2:34][CH2:35][CH2:36][NH:37][C:38](=[NH:39])[NH2:40] |f:2.3|. Procedure details: DMA, 1.00 equivalent of DIPEA and 1.00 equivalent of H-Trp-Pro-OH (Mw=301.3; purity=94.0%) were mixed at room temperature for at least 30 min until a solution was obtained and then the solution was cooled to 10±5° (solution No. 1). 1.00 equivalent of Z-Arg-OH.HCl (Mw=344.8) were added to DMA at room temperature until a clear solution was obtained (solution No. 2). While cooling solution No. 2 to −15±5° C., 1.05 equivalents pyridine (Mw=79.1; purity=99.0%) and 1.00 equivalent of DIPEA were added.... The reactants are N[C@H](CC1=CC=C(C=C1)O)C(=O)O (D-Tyr), O=C(O)[C@@H](N)CC1=CC=C(O)C(O)=C1 (L-Dopa), C1=C(N=CN1)C[C@H](C(=O)O)N (D-His), N[C@@H](CC1=CC=CC=C1)C(=O)O (Phe), N[C@H](CC1=CC=CC=C1)C(=O)O (D-Phe). The product is N[C@@H](CC1=CC=C(C=C1)O)C(=O)O (Tyrosine). RXN SMILES: [NH2:1][C@@H:2]([C:11]([OH:13])=[O:12])[CH2:3][C:4]1[CH:9]=[CH:8][C:7]([OH:10])=[CH:6][CH:5]=1.N[C@H](C(O)=O)CC1C=CC=CC=1.N[C@@H](C(O)=O)CC1C=CC=CC=1.O=C([C@H](CC1C=C(O)C(O)=CC=1)N)O.C1NC=NC=1C[C@@H](N)C(O)=O>>[NH2:1][C@H:2]([C:11]([OH:13])=[O:12])[CH2:3][C:4]1[CH:5]=[CH:6][C:7]([OH:10])=[CH:8][CH:9]=1. Procedure details: D-Tyr, Phe, D-Phe, L-Dopa, His, D-His Starting materials: ClC1=C(C=CC(=C1)NC1=NC=NC2=CC=CC(=C12)OC[C@@H](C)NC)O (2-chloro-4-[(5-{[(2R)-2-(methylamino)propyl]oxy}quinazolin-4-yl)amino]phenol), C(C)(=O)O (acetic acid). Yields the product ClC=1C=C(C=CC1O)NC1=NC=NC2=CC=CC(=C12)OC[C@@H](C)N(C(C)=O)C (N-[(1R)-2-({4-[(3-chloro-4-hydroxyphenyl)amino]quinazolin-5-yl}oxy)-1-methylethyl]-N-methylacetamide). Yield: 100.0%. As a reaction SMILES: [Cl:1][C:2]1[CH:7]=[C:6]([NH:8][C:9]2[C:18]3[C:13](=[CH:14][CH:15]=[CH:16][C:17]=3[O:19][CH2:20][C@H:21]([NH:23][CH3:24])[CH3:22])[N:12]=[CH:11][N:10]=2)[CH:5]=[CH:4][C:3]=1[OH:25].[C:26]([OH:29])(=O)[CH3:27]>>[Cl:1][C:2]1[CH:7]=[C:6]([NH:8][C:9]2[C:18]3[C:13](=[CH:14][CH:15]=[CH:16][C:17]=3[O:19][CH2:20][C@H:21]([N:23]([CH3:24])[C:26](=[O:29])[CH3:27])[CH3:22])[N:12]=[CH:11][N:10]=2)[CH:5]=[CH:4][C:3]=1[OH:25]. Reported procedure: The procedure described in Example 3 (preparation of starting materials) was repeated using acetic acid and 2-chloro-4-[(5-{[(2R)-2-(methylamino)propyl]oxy}quinazolin-4-yl)amino]phenol (obtained as described in Example 54, preparation of starting materials) to give N-[(1R)-2-({4-[(3-chloro-4-hydroxyphenyl)amino]quinazolin-5-yl}oxy)-1-methylethyl]-N-methylacetamide in 100% yield; Mass spectrum MH+ 401. Reactants: CO (MeOH), C1(=CC=C(C=C1)S(=O)(=O)O)C.C(=O)(O)C1(CCNCC1)C1=CC=CC=C1 (4-carboxy-4-phenyl piperidine p-toluenesulfonate), solution, B (borane), Cl (HCl). The solvent is C1CCOC1 (THF), CCOCC (ether). Run at time 8 hour. The product is CS(=O)(=O)O.C1(=CC=CC=C1)C12CCN(CC1)C2 (4-phenyl-1-azabicyclo[2.2.1]heptane methanesulfonate). The yield is 151.8%. Reaction SMILES: C1(C)C=C[C:4]([S:7]([OH:10])(=[O:9])=[O:8])=CC=1.[C:12]([C:15]1([C:21]2[CH:26]=[CH:25][CH:24]=[CH:23][CH:22]=2)[CH2:20][CH2:19][NH:18][CH2:17][CH2:16]1)(O)=O.B.CO.Cl>C1COCC1.CCOCC>[CH3:4][S:7]([OH:10])(=[O:9])=[O:8].[C:21]1([C:15]23[CH2:12][N:18]([CH2:19][CH2:20]2)[CH2:17][CH2:16]3)[CH:26]=[CH:25][CH:24]=[CH:23][CH:22]=1 |f:0.1,7.8|. Procedure details: A mixture of 10.25 g of 4-carboxy-4-phenyl piperidine p-toluenesulfonate and 150 ml of a 1M solution of borane in THF is refluxed for 1 hour. 30 ml of MeOH are added under the action of heat and over 20 minutes, then after cooling to RT, a saturated solution of gaseous HCl in ether is added until the pH is 1 and the reaction mixture is left under stirring overnight at RT. The solvents are concentrated under vacum, the residue is taken up with acetone and then with ether to give 11,1 g of the exp... Starting materials: [H-].[Al+3].[Li+].[H-].[H-].[H-] (lithium aluminum hydride), ClC1=C(C(=CC=C1)Cl)CC(=O)O (2,6-dichlorophenylacetic acid). Solvent: C(C)OCC (diethyl ether). Run at time 3 hour. The product is ClC1=C(CCO)C(=CC=C1)Cl (2,6-Dichlorophenethyl alcohol). The yield is 82.9%. RXN SMILES: [H-].[Al+3].[Li+].[H-].[H-].[H-].[Cl:7][C:8]1[CH:13]=[CH:12][CH:11]=[C:10]([Cl:14])[C:9]=1[CH2:15][C:16](O)=[O:17]>C(OCC)C>[Cl:7][C:8]1[CH:13]=[CH:12][CH:11]=[C:10]([Cl:14])[C:9]=1[CH2:15][CH2:16][OH:17] |f:0.1.2.3.4.5|. Procedure: a suspension of lithium aluminum hydride (13.75 g, 365.75 mmol) in anhydrous diethyl ether (500 mL) was added via a powder addition funnel 2,6-dichlorophenylacetic acid (50 g, 243.75 mmol). The resulting reaction mixture was refluxed for 16 hours and then quenched by slow addition of a sodium sulfate saturated aqueous solution (25 mL). The resulting slurry was stirred for 3 hours and then filtered, the insoluble was carefully washed with diethyl ether (2×100 mL). The combined ether filtrates wer...